From a dataset of the Open Reaction Database (ORD), a public repository of structured organic reaction records. describe an organic reaction: reactants, conditions, products, and yield Reactants: CCC(Br)C(=O)OC(C)(C)C, CCOC(=O)Cc1csc(S)n1. The product is CCOC(=O)Cc1csc(SC(CC)C(=O)OC(C)(C)C)n1. RXN SMILES: [C:13]([CH3:14])([CH3:15])([CH3:16])[O:17][C:18]([CH:19]([CH2:20][CH3:21])[Br:22])=[O:23].[CH2:1]([CH3:2])[O:3][C:4]([CH2:5][c:6]1[n:7][c:8]([SH:11])[s:9][cH:10]1)=[O:12]>>[CH2:1]([CH3:2])[O:3][C:4]([CH2:5][c:6]1[n:7][c:8]([S:11][CH:19]([C:18]([O:17][C:13]([CH3:14])([CH3:15])[CH3:16])=[O:23])[CH2:20][CH3:21])[s:9][cH:10]1)=[O:12]. The reactants are C1(CCCCC1)P(C1=C(C=CC=C1)C1=C(C=CC=C1OC(C)C)OC(C)C)C1CCCCC1 (dicyclohexyl(2′,6′-diisopropoxybiphenyl-2-yl)phosphine), C[C@@H]1N(CCOC1)C[C@@H]1NCCN(C1)S(=O)(=O)C=1SC=CC1 ((3S)-3-methyl-4-(((2S)-4-(2-thiophenylsulfonyl)-2-piperazinyl)methyl)morpholine), BrC1=CC=C(C=C1)C(CO)(C(F)(F)F)O (2-(4-bromophenyl)-3,3,3-trifluoro-1,2-propanediol), CC(C)([O-])C.[Na+] (sodium tert-butoxide). Reagents/catalysts: C=1C=CC(=CC1)/C=C/C(=O)/C=C/C2=CC=CC=C2.C=1C=CC(=CC1)/C=C/C(=O)/C=C/C2=CC=CC=C2.C=1C=CC(=CC1)/C=C/C(=O)/C=C/C2=CC=CC=C2.[Pd].[Pd] (tris(dibenzylideneacetone)dipalladium). The solvent is CO (MeOH), C1(=CC=CC=C1)C (toluene). Run at time 5 minute. The product is FC(C(CO)(O)C1=CC=C(C=C1)N1[C@H](CN(CC1)S(=O)(=O)C=1SC=CC1)CN1[C@H](COCC1)C)(F)F (3,3,3-trifluoro-2-(4-((2S)-2-(((3S)-3-methyl-4-morpholinyl)methyl)-4-(2-thiophenylsulfonyl)-1-piperazinyl)phenyl)-1,2-propanediol). Reaction SMILES: [CH3:1][C@H:2]1[CH2:7][O:6][CH2:5][CH2:4][N:3]1[CH2:8][C@H:9]1[CH2:14][N:13]([S:15]([C:18]2[S:19][CH:20]=[CH:21][CH:22]=2)(=[O:17])=[O:16])[CH2:12][CH2:11][NH:10]1.Br[C:24]1[CH:29]=[CH:28][C:27]([C:30]([OH:37])([C:33]([F:36])([F:35])[F:34])[CH2:31][OH:32])=[CH:26][CH:25]=1.CC(C)([O-])C.[Na+].C1(P(C2CCCCC2)C2C=CC=CC=2C2C(OC(C)C)=CC=CC=2OC(C)C)CCCCC1>CO.C1C=CC(/C=C/C(/C=C/C2C=CC=CC=2)=O)=CC=1.C1C=CC(/C=C/C(/C=C/C2C=CC=CC=2)=O)=CC=1.C1C=CC(/C=C/C(/C=C/C2C=CC=CC=2)=O)=CC=1.[Pd].[Pd].C1(C)C=CC=CC=1>[F:34][C:33]([F:35])([F:36])[C:30]([C:27]1[CH:26]=[CH:25][C:24]([N:10]2[CH2:11][CH2:12][N:13]([S:15]([C:18]3[S:19][CH:20]=[CH:21][CH:22]=3)(=[O:16])=[O:17])[CH2:14][C@@H:9]2[CH2:8][N:3]2[CH2:4][CH2:5][O:6][CH2:7][C@@H:2]2[CH3:1])=[CH:29][CH:28]=1)([OH:37])[CH2:31][OH:32] |f:2.3,6.7.8.9.10|. Procedure details: A 20-mL vial was charged with (3S)-3-methyl-4-(((2S)-4-(2-thiophenylsulfonyl)-2-piperazinyl)methyl)morpholine (0.750 g, 2.17 mmol, Example 82), 2-(4-bromophenyl)-3,3,3-trifluoro-1,2-propanediol (0.766 g, 2.69 mmol, Example 67), 6 mL of toluene and sodium tert-butoxide (1.426 mL, 11.65 mmol). After stirring at room temperature for 5 min, dicyclohexyl(2′,6′-diisopropoxybiphenyl-2-yl)phosphine (RuPhos) (0.167 g, 0.359 mmol, Strem Chemicals Inc, Newburyport, Mass.) and tris(dibenzylideneacetone)dipa... Starting materials: O=C([O-])[O-], CCOC(=O)C(CCCCC1CCN(C(=O)OCc2ccccc2)CC1)NC1CSc2ccccc2NC1=O, CN(C)C=O, CC(C)(C)OC(=O)CCl, [I-], [K+], [K+], [K+], O. Yields the product CCOC(=O)C(CCCCC1CCN(C(=O)OCc2ccccc2)CC1)NC1CSc2ccccc2N(CC(=O)OC(C)(C)C)C1=O. As a reaction SMILES: [C:51](=[O:52])([O-:53])[O-:54].[CH2:1]([c:2]1[cH:3][cH:4][cH:5][cH:6][cH:7]1)[O:8][C:9](=[O:10])[N:11]1[CH2:12][CH2:13][CH:14]([CH2:17][CH2:18][CH2:19][CH2:20][CH:21]([C:22](=[O:23])[O:24][CH2:25][CH3:26])[NH:27][CH:28]2[CH2:29][S:30][c:31]3[c:32]([cH:36][cH:37][cH:38][cH:39]3)[NH:33][C:34]2=[O:35])[CH2:15][CH2:16]1.[CH3:58][N:59]([CH3:60])[CH:61]=[O:62].[Cl:40][CH2:41][C:42](=[O:43])[O:44][C:45]([CH3:46])([CH3:47])[CH3:48].[I-:50].[K+:49].[K+:55].[K+:56].[OH2:57]>>[CH2:1]([c:2]1[cH:3][cH:4][cH:5][cH:6][cH:7]1)[O:8][C:9](=[O:10])[N:11]1[CH2:12][CH2:13][CH:14]([CH2:17][CH2:18][CH2:19][CH2:20][CH:21]([C:22](=[O:23])[O:24][CH2:25][CH3:26])[NH:27][CH:28]2[CH2:29][S:30][c:31]3[c:32]([cH:36][cH:37][cH:38][cH:39]3)[N:33]([CH2:41][C:42](=[O:43])[O:44][C:45]([CH3:46])([CH3:47])[CH3:48])[C:34]2=[O:35])[CH2:15][CH2:16]1. Starting materials: ice water, C([O-])([O-])=O.[K+].[K+] (potassium carbonate), BrC(C(=O)OC)C (methyl 2-bromopropionate), ClC1=C(OC2=C(C=CC=C2)O)C=C(C(=C1)F)N1C(N(C(=CC1=O)C(F)(F)F)C)=O (2-{2-chloro-4-fluoro-5-[3-methyl-2,6-dioxo-4-(trifluoromethyl)-1,2,3,6-tetrahydropyrimidin-1-yl]phenoxy}phenol). Run in CN(C=O)C (N,N-dimethylformamide). Yields the product ClC1=C(OC2=C(OC(C(=O)OC)C)C=CC=C2)C=C(C(=C1)F)N1C(N(C(=CC1=O)C(F)(F)F)C)=O (methyl 2-[2-{2-chloro-4-fluoro-5-[3-methyl-2,6-dioxo-4-(trifluoromethyl)-1,2,3,6-tetrahydropyrimidin-1-yl]phenoxy}phenoxy]propionate). Isolated yield 83.3%. RXN SMILES: [Cl:1][C:2]1[CH:15]=[C:14]([F:16])[C:13]([N:17]2[C:22](=[O:23])[CH:21]=[C:20]([C:24]([F:27])([F:26])[F:25])[N:19]([CH3:28])[C:18]2=[O:29])=[CH:12][C:3]=1[O:4][C:5]1[CH:10]=[CH:9][CH:8]=[CH:7][C:6]=1[OH:11].C(=O)([O-])[O-].[K+].[K+].Br[CH:37]([CH3:42])[C:38]([O:40][CH3:41])=[O:39]>CN(C)C=O>[Cl:1][C:2]1[CH:15]=[C:14]([F:16])[C:13]([N:17]2[C:22](=[O:23])[CH:21]=[C:20]([C:24]([F:25])([F:26])[F:27])[N:19]([CH3:28])[C:18]2=[O:29])=[CH:12][C:3]=1[O:4][C:5]1[CH:10]=[CH:9][CH:8]=[CH:7][C:6]=1[O:11][CH:37]([CH3:42])[C:38]([O:40][CH3:41])=[O:39] |f:1.2.3|. Procedure details: Into 6 ml of N,N-dimethylformamide was dissolved 0.23 g of 2-{2-chloro-4-fluoro-5-[3-methyl-2,6-dioxo-4-(trifluoromethyl)-1,2,3,6-tetrahydropyrimidin-1-yl]phenoxy}phenol. After adding 0.22 g of anhydrous potassium carbonate, 0.13 g of methyl 2-bromopropionate was added at room temperature with stirring and then the mixture was stirred at 80° C. for 3 hours. After cooling the reaction solution to room temperature, the reaction solution was poured into ice-water and extracted with ethyl acetate. T... Starting materials: N1N=CC=C1 (pyrazole), ClC=1N=C(C2=C(N1)SC(=C2)CC)NCC2=CC1=C(C=C2)OCO1 (2-chloro-6-ethyl-4-(3,4-methylenedioxybenzylamino)-thieno-[2,3-d]-pyrimidine). The product is N1(N=CC=C1)C=1N=C(C2=C(N1)SC(=C2)CC)NCC2=CC1=C(C=C2)OCO1 (2-(pyrazol-1-yl)-6-ethyl-4-(3,4-methylenedioxybenzylamino)-thieno-[2,3-d]-pyrimidine). As a reaction SMILES: [NH:1]1[CH:5]=[CH:4][CH:3]=[N:2]1.Cl[C:7]1[N:8]=[C:9]([NH:18][CH2:19][C:20]2[CH:25]=[CH:24][C:23]3[O:26][CH2:27][O:28][C:22]=3[CH:21]=2)[C:10]2[CH:15]=[C:14]([CH2:16][CH3:17])[S:13][C:11]=2[N:12]=1>>[N:1]1([C:7]2[N:8]=[C:9]([NH:18][CH2:19][C:20]3[CH:25]=[CH:24][C:23]4[O:26][CH2:27][O:28][C:22]=4[CH:21]=3)[C:10]3[CH:15]=[C:14]([CH2:16][CH3:17])[S:13][C:11]=3[N:12]=2)[CH:5]=[CH:4][CH:3]=[N:2]1. Procedure: Following the procedure of Example 97, the reaction of pyrazole with 2-chloro-6-ethyl-4-(3,4-methylenedioxybenzylamino)-thieno-[2,3-d]-pyrimidine gives 2-(pyrazol-1-yl)-6-ethyl-4-(3,4-methylenedioxybenzylamino)-thieno-[2,3-d]-pyrimidine. Reactants: C(C)(=O)OCC (ethyl acetate), Cl.N[C@H]1[C@@H]2N(C(=C(CS2)CCl)C(=O)OC(C2=CC=CC=C2)C2=CC=CC=C2)C1=O (benzhydryl 7β-amino-3-chloromethyl-3-cephem-4-carboxylate hydrochloride), C[Si](NC(C)=O)(C)C (N-trimethylsilylacetamide), CS(=O)(=O)OC(C(=NOCC(=O)O)C1=NSC(=N1)N)=O (2-(5-amino-1,2,4-thiadiazol-3-yl) -2-carboxymethoxyiminoacetic methanesulfonic anhydride). Solvent: O (water), O1CCCC1 (tetrahydrofuran). Product: NC1=NC(=NS1)C(C(=O)N[C@H]1[C@@H]2N(C(=C(CS2)CCl)C(=O)OC(C2=CC=CC=C2)C2=CC=CC=C2)C1=O)=NOCC(=O)O (benzhydryl 7β-[2-(5-amino-1,2,4-thiadiazol-3-yl)-2-carboxymethoxyiminoacetamido]-3-chloromethyl-3-cephem-4-carboxylate). Yield: 53.4%. As a reaction SMILES: Cl.[NH2:2][C@@H:3]1[C:28](=[O:29])[N:5]2[C:6]([C:12]([O:14][CH:15]([C:22]3[CH:27]=[CH:26][CH:25]=[CH:24][CH:23]=3)[C:16]3[CH:21]=[CH:20][CH:19]=[CH:18][CH:17]=3)=[O:13])=[C:7]([CH2:10][Cl:11])[CH2:8][S:9][C@H:4]12.C[Si](C)(C)NC(=O)C.CS([O:42][C:43](=O)[C:44]([C:51]1[N:55]=[C:54]([NH2:56])[S:53][N:52]=1)=[N:45][O:46][CH2:47][C:48]([OH:50])=[O:49])(=O)=O.C(OCC)(=O)C>O1CCCC1.O>[NH2:56][C:54]1[S:53][N:52]=[C:51]([C:44](=[N:45][O:46][CH2:47][C:48]([OH:50])=[O:49])[C:43]([NH:2][C@@H:3]2[C:28](=[O:29])[N:5]3[C:6]([C:12]([O:14][CH:15]([C:16]4[CH:21]=[CH:20][CH:19]=[CH:18][CH:17]=4)[C:22]4[CH:23]=[CH:24][CH:25]=[CH:26][CH:27]=4)=[O:13])=[C:7]([CH2:10][Cl:11])[CH2:8][S:9][C@H:4]23)=[O:42])[N:55]=1 |f:0.1|. Procedure details: To a solution of benzhydryl 7β-amino-3-chloromethyl-3-cephem-4-carboxylate hydrochloride (22.6 g) and N-trimethylsilylacetamide (25.0 g) in tetrahydrofuran (250 ml) was added 2-(5-amino-1,2,4-thiadiazol-3-yl) -2-carboxymethoxyiminoacetic methanesulfonic anhydride (syn isomer) (19.8 g) at 0°-5° C. under Stirring. The stirring was continued for an hour at the same temperature. The reaction mixture was poured into a mixture of ethyl acetate (500 ml) and water (500 ml). The organic layer was separat... Reaction conditions: time 40 minute. The solvent is CN(C=O)C (dimethylformamide), C1(=CC=CC=C1)C (toluene), CN(C=O)C (dimethylformamide). RXN SMILES: Cl[C:2]1[C:16]([Cl:17])=[C:15]([OH:18])[CH:14]=[CH:13][C:3]=1[C:4](=[N:11][OH:12])[C:5]1[CH:10]=[CH:9][CH:8]=[CH:7][CH:6]=1.[H-].[Na+].Br[CH2:22][C:23]([O:25][CH2:26][CH3:27])=[O:24].O>CN(C)C=O.C1(C)C=CC=CC=1>[CH2:26]([O:25][C:23](=[O:24])[CH2:22][O:18][C:15]1[CH:14]=[CH:13][C:3]2[C:4]([C:5]3[CH:10]=[CH:9][CH:8]=[CH:7][CH:6]=3)=[N:11][O:12][C:2]=2[C:16]=1[Cl:17])[CH3:27] |f:1.2|. Procedure: A solution of 2,3-dichloro-4-hydroxybenzophenone oxime and 2.6 g of sodium hydride in 50 ml of dimethylformamide and 50 ml of toluene is heated to 118° C. and maintained at this temperature for 50 minutes. Thereafter, the reaction is permitted to cool prior to the dropwise addition of 7.9 g of ethyl bromoacetate in 50 ml of dimethylformamide. After the addition is complete the reaction mixture is stirred at ambient temperature for 40 minutes. To the well stirred mixture water is added dropwise t... Yields the product C(C)OC(COC1=C(C2=C(C(=NO2)C2=CC=CC=C2)C=C1)Cl)=O (ethyl[(7-chloro-3-phenyl-1,2-benzisoxazol-6-yl)oxy]acetate). Reactants: ClC1=C(C(C2=CC=CC=C2)=NO)C=CC(=C1Cl)O (2,3-dichloro-4-hydroxybenzophenone oxime), [H-].[Na+] (sodium hydride), BrCC(=O)OCC (ethyl bromoacetate), O (water), [H-].[Na+] (sodium hydride).